Dataset: the Open Reaction Database (ORD), a public repository of structured organic reaction records. Task: describe an organic reaction: reactants, conditions, products, and yield Starting materials: NC1=CC=C(CC2=NC=3N(C(N(C(C3N2)=O)CC2=C(C=CC=C2)F)=O)CCCC)C=C1 (8-(4-amino-benzyl)-3-butyl-1-(2-fluoro-benzyl)-3,7-dihydro-purine-2,6-dione), CC1=C(C=C(C=C1)[N+](=O)[O-])S(=O)(=O)Cl (2-methyl-5-nitro-benzenesulfonyl chloride). Product: C(CCC)N1C(N(C(C=2NC(=NC12)CC1=CC=C(C=C1)NS(=O)(=O)C1=C(C=CC(=C1)[N+](=O)[O-])C)=O)CC1=C(C=CC=C1)F)=O (N-{4-[3-Butyl-1-(2-fluoro-benzyl)-2,6-dioxo-2,3,6,7-tetrahydro-1H-purin-8-ylmethyl]-phenyl}-2-methyl-5-nitro-benzenesulfonamide). As a reaction SMILES: [NH2:1][C:2]1[CH:31]=[CH:30][C:5]([CH2:6][C:7]2[NH:15][C:14]3[C:13](=[O:16])[N:12]([CH2:17][C:18]4[CH:23]=[CH:22][CH:21]=[CH:20][C:19]=4[F:24])[C:11](=[O:25])[N:10]([CH2:26][CH2:27][CH2:28][CH3:29])[C:9]=3[N:8]=2)=[CH:4][CH:3]=1.[CH3:32][C:33]1[CH:38]=[CH:37][C:36]([N+:39]([O-:41])=[O:40])=[CH:35][C:34]=1[S:42](Cl)(=[O:44])=[O:43]>>[CH2:26]([N:10]1[C:9]2[N:8]=[C:7]([CH2:6][C:5]3[CH:4]=[CH:3][C:2]([NH:1][S:42]([C:34]4[CH:35]=[C:36]([N+:39]([O-:41])=[O:40])[CH:37]=[CH:38][C:33]=4[CH3:32])(=[O:43])=[O:44])=[CH:31][CH:30]=3)[NH:15][C:14]=2[C:13](=[O:16])[N:12]([CH2:17][C:18]2[CH:23]=[CH:22][CH:21]=[CH:20][C:19]=2[F:24])[C:11]1=[O:25])[CH2:27][CH2:28][CH3:29]. Reported procedure: Prepared from 8-(4-amino-benzyl)-3-butyl-1-(2-fluoro-benzyl)-3,7-dihydro-purine-2,6-dione and 2-methyl-5-nitro-benzenesulfonyl chloride. Purity (ELSD, based on MW=620.7)=88%. Starting materials: [Cl-].[NH4+] (ammonium chloride), CCCCC (n-pentane), C(C(C)C)[SiH](Cl)CC(C)C (Diisobutylchlorosilane), C1CCOC1 (THF), Cuprous bromide, resultant mixture, tert-butyl magnesium chloride THF. Conditions: temperature 70 celsius, time 30 minute. Product: C(C)(C)(C)[SiH](CC(C)C)CC(C)C (tert-Butyldiisobutylsilane). As a reaction SMILES: [CH2:1]([SiH:5]([CH2:7][CH:8]([CH3:10])[CH3:9])Cl)[CH:2]([CH3:4])[CH3:3].[Cl-].[NH4+].CC[CH2:15][CH2:16][CH3:17].[CH2:18]1COCC1>>[C:16]([SiH:5]([CH2:7][CH:8]([CH3:10])[CH3:9])[CH2:1][CH:2]([CH3:4])[CH3:3])([CH3:15])([CH3:17])[CH3:18] |f:1.2|. Procedure details: Diisobutylchlorosilane (18.0 mL, 100 mmol) was dissolved in THF (100 mL), and tert-butyl magnesium chloride THF solution (10M, 100 mL) was added dropwise thereto under nitrogen for 30 minutes. Cuprous bromide (286 mg, 2.00 mmol) was added to the resultant mixture, followed by stirring at 70° C. for 8 hours. The reaction mixture was left to cool, and saturated aqueous ammonium chloride and n-pentane were added thereto. The formed organic layer was washed three times with water and once with satur... The reactants are CCOC(=O)Cc1ccc(NC(=O)c2ccccc2-c2ccc(C(F)(F)F)cc2)cc1, CN(C)C=O, [H-], CI, [Na+], O. Yields the product CCOC(=O)Cc1ccc(N(C)C(=O)c2ccccc2-c2ccc(C(F)(F)F)cc2)cc1. Reaction SMILES: [CH2:3]([CH3:4])[O:5][C:6]([CH2:7][c:8]1[cH:9][cH:10][c:11]([NH:14][C:15](=[O:16])[c:17]2[c:18](-[c:23]3[cH:24][cH:25][c:26]([C:29]([F:30])([F:31])[F:32])[cH:27][cH:28]3)[cH:19][cH:20][cH:21][cH:22]2)[cH:12][cH:13]1)=[O:33].[CH3:37][N:38]([CH3:39])[CH:40]=[O:41].[H-:1].[I:34][CH3:35].[Na+:2].[OH2:36]>>[CH2:3]([CH3:4])[O:5][C:6]([CH2:7][c:8]1[cH:9][cH:10][c:11]([N:14]([C:15](=[O:16])[c:17]2[c:18](-[c:23]3[cH:24][cH:25][c:26]([C:29]([F:30])([F:31])[F:32])[cH:27][cH:28]3)[cH:19][cH:20][cH:21][cH:22]2)[CH3:35])[cH:12][cH:13]1)=[O:33]. Starting materials: NC=1C(=CC(=C(C1)N1N=C(N(C1=O)C(F)F)C)Cl)Cl (2-(5-amino-2,4-dichlorophenyl)-4-(difluoromethyl)-2,4-dihydro-5-methyl-3H-1,2,4-triazol-3-one), CS(=O)(=O)Cl (methanesulfonyl chloride), CS(=O)(=O)Cl (methanesulfonyl chloride). The reagents and catalysts are [Cl-].C[N+](C)(C)C (tetramethylammonium chloride). The solvent is C1(=CC=CC=C1)C (toluene), C1(=CC=CC=C1)C (toluene). Conditions: time 15.5 hour. The product is ClC1=C(C=C(C(=C1)Cl)N1N=C(N(C1=O)C(F)F)C)NS(=O)(=O)C (N-[2,4-dichloro-5-[4-(difluoromethyl)-4,5-dihydro-3-methyl-5-oxo-1H-1,2,4-triazol-1-yl]phenyl]methanesulfonamide). The yield is 104.4%. As a reaction SMILES: [NH2:1][C:2]1[C:3]([Cl:19])=[CH:4][C:5]([Cl:18])=[C:6]([N:8]2[C:12](=[O:13])[N:11]([CH:14]([F:16])[F:15])[C:10]([CH3:17])=[N:9]2)[CH:7]=1.[CH3:20][S:21](Cl)(=[O:23])=[O:22]>[Cl-].C[N+](C)(C)C.C1(C)C=CC=CC=1>[Cl:19][C:3]1[CH:4]=[C:5]([Cl:18])[C:6]([N:8]2[C:12](=[O:13])[N:11]([CH:14]([F:15])[F:16])[C:10]([CH3:17])=[N:9]2)=[CH:7][C:2]=1[NH:1][S:21]([CH3:20])(=[O:23])=[O:22] |f:2.3|. Procedure: A 250-mL, three neck round bottomed flask was equipped with a mechanical stirrer, heating mantel, thermometer, pressure equalizing addition funnel and reflux condenser. A nitrogen purge was established across the top of the condenser with all gases exiting through a caustic scrubber. The flask was charged with 53.9 g (0.143 mole, 82% assay) of 2-(5-amino-2,4-dichlorophenyl)-4-(difluoromethyl)-2,4-dihydro-5-methyl-3H-1,2,4-triazol-3-one, 1.7 g (0.015 mole) of tetramethylammonium chloride (Aldrich...